From a dataset of the Open Reaction Database (ORD), a public repository of structured organic reaction records. describe an organic reaction: reactants, conditions, products, and yield As a reaction SMILES: [CH3:1][C:2]1[O:6][N:5]=[C:4]([C:7]2[CH:12]=[CH:11][CH:10]=[CH:9][CH:8]=2)[C:3]=1[C:13]([OH:15])=O.[N:16]1([CH2:22][C:23]([N:25]2[CH2:29][CH2:28][CH2:27][CH2:26]2)=[O:24])[CH2:21][CH2:20][NH:19][CH2:18][CH2:17]1.F[B-](F)(F)F.N1(OC(N(C)C)=[N+](C)C)C2C=CC=CC=2N=N1.C(N(C(C)C)CC)(C)C>CN(C)C=O>[CH3:1][C:2]1[O:6][N:5]=[C:4]([C:7]2[CH:8]=[CH:9][CH:10]=[CH:11][CH:12]=2)[C:3]=1[C:13]([N:19]1[CH2:18][CH2:17][N:16]([CH2:22][C:23](=[O:24])[N:25]2[CH2:26][CH2:27][CH2:28][CH2:29]2)[CH2:21][CH2:20]1)=[O:15] |f:2.3|. Run in CN(C=O)C (dimethylformamide). Product: CC1=C(C(=NO1)C1=CC=CC=C1)C(=O)N1CCN(CC1)CC(N1CCCC1)=O (1-[(5-Methyl-3-phenylisoxazol-4-yl)carbonyl]-4-(2-oxo-2-pyrrolidin-1-ylethyl)piperazine). Reported procedure: 5-Methyl-3-phenylisooxazole-4-carboxylic acid (40 mg, 0.197 mmol), piperazine acetic acid pyrrolidid (42.4 mg, 0.215 mmol), O-(benzotriazol-1-yl)-N,N,N′,N′-tetramethyluronium tetrafluoroborate (86.2 mg, 0.268 mmol) and diisopropylethylamine (25.4 mg, 0.197 mmol) were mixed in dimethylformamide (1.5 mL) and stirred at room temperature. Solvent was evaporated in vacuo, and the residue was taken up in methanol (1 mL), filtered and purified by preparative chromatography. The combined fractions were ... Reactants: CC1=C(C(=NO1)C1=CC=CC=C1)C(=O)O (5-Methyl-3-phenylisooxazole-4-carboxylic acid), N1(CCNCC1)CC(=O)N1CCCC1 (piperazine acetic acid pyrrolidid), F[B-](F)(F)F.N1(N=NC2=C1C=CC=C2)OC(=[N+](C)C)N(C)C (O-(benzotriazol-1-yl)-N,N,N′,N′-tetramethyluronium tetrafluoroborate), C(C)(C)N(CC)C(C)C (diisopropylethylamine). Reactants: CCOC(=O)C(C)(C)Oc1ccc(OCc2c(COC)nc(-c3ccc(C(F)(F)F)cc3)nc2C2CC2)cc1C, C1CCOC1. The product is COCc1nc(-c2ccc(C(F)(F)F)cc2)nc(C2CC2)c1COc1ccc(OC(C)(C)C(=O)O)c(C)c1. Reaction SMILES: [CH2:1]([CH3:2])[O:3][C:4]([C:5]([CH3:6])([CH3:7])[O:8][c:9]1[c:10]([CH3:39])[cH:11][c:12]([O:15][CH2:16][c:17]2[c:18]([CH:36]3[CH2:37][CH2:38]3)[n:19][c:20](-[c:26]3[cH:27][cH:28][c:29]([C:32]([F:33])([F:34])[F:35])[cH:30][cH:31]3)[n:21][c:22]2[CH2:23][O:24][CH3:25])[cH:13][cH:14]1)=[O:40].[O:41]1[CH2:42][CH2:43][CH2:44][CH2:45]1>>[O:3]=[C:4]([C:5]([CH3:6])([CH3:7])[O:8][c:9]1[c:10]([CH3:39])[cH:11][c:12]([O:15][CH2:16][c:17]2[c:18]([CH:36]3[CH2:37][CH2:38]3)[n:19][c:20](-[c:26]3[cH:27][cH:28][c:29]([C:32]([F:33])([F:34])[F:35])[cH:30][cH:31]3)[n:21][c:22]2[CH2:23][O:24][CH3:25])[cH:13][cH:14]1)[OH:40]. Reactants: [H][H] (hydrogen), C(C1=CC=CC=C1)OC(CN(C1CC2=CC=CC=C2C1)C(CN(CC1=CC=CC=C1)CC(=O)OCC)=O)=O (N-(N'-Ethoxycarbonylmethyl-N'-benzylglycyl)-N-(indan-2-yl)glycine benzyl ester), Cl (hydrochloric acid), CCOCC (ether). The reagents and catalysts are [C].[Pd] (palladium-carbon). The solvent is C(C)O (ethanol). Yields the product Cl.C(C)OC(=O)CNCC(=O)N(CC(=O)O)C1CC2=CC=CC=C2C1 (N-(N'-ethoxycarbonylmethylglycyl)-N-(indan-2-yl)glycine hydrochloride). As a reaction SMILES: C([O:8][C:9](=[O:38])[CH2:10][N:11]([C:21](=[O:37])[CH2:22][N:23]([CH2:31][C:32]([O:34][CH2:35][CH3:36])=[O:33])CC1C=CC=CC=1)[CH:12]1[CH2:20][C:19]2[C:14](=[CH:15][CH:16]=[CH:17][CH:18]=2)[CH2:13]1)C1C=CC=CC=1.[H][H].[ClH:41].CCOCC>C(O)C.[C].[Pd]>[ClH:41].[CH2:35]([O:34][C:32]([CH2:31][NH:23][CH2:22][C:21]([N:11]([CH:12]1[CH2:13][C:14]2[C:19](=[CH:18][CH:17]=[CH:16][CH:15]=2)[CH2:20]1)[CH2:10][C:9]([OH:38])=[O:8])=[O:37])=[O:33])[CH3:36] |f:5.6,7.8|. Procedure: N-(N'-Ethoxycarbonylmethyl-N'-benzylglycyl)-N-(indan-2-yl)glycine benzyl ester (3 g) is dissolved in 100 ml of ethanol, and catalytic reduction is carried out at ordinary temperature and pressure using 5% palladium-carbon as catalyst. After absorption of 2 equivalents of hydrogen, the reaction mixture is filtered to remove the catalyst. The ethanol is distilled off under reduced pressure to give an oily substance. Addition of ethanolic hydrochloric acid with 100 ml of ether to the oily substance... Starting materials: CN(C(=N)N(C)C)C (1,1,3,3-Tetramethylguanidine), COC(C(NC(C1=C(C=C(C=C1)C(\C=C\C1=CC(=CC=C1)O)O)Cl)=O)P(=O)(OC)OC)=O (rac.-(E)-N-[2-chloro-4-[1-hydroxy-3-(3-hydroxyphenyl)prop-2-en-1-yl]benzoyl]-2-(dimethoxyphosphinyl)glycine methyl ester), N1=CC(=CC2=CC=CC=C12)C=O (quinoline-3-carboxaldehyde). Run in O1CCCC1 (tetrahydrofuran). Reaction conditions: time 10 minute. Product: COC(/C(=C/C=1C=NC2=CC=CC=C2C1)/NC(C1=C(C=C(C=C1)C(\C=C\C1=CC(=CC=C1)O)O)Cl)=O)=O (rac.-(Z)-2-[[2-chloro-4-[(E)-1-hydroxy-3-(3-hydroxyphenyl)prop-2-en-1-yl]benzoyl]amino]-3-(quinolin-3-yl)propenoic acid methyl ester). The yield is 89.0%. Reaction SMILES: CN(C)C(N(C)C)=N.[CH3:9][O:10][C:11](=[O:40])[CH:12](P(OC)(OC)=O)[NH:13][C:14](=[O:33])[C:15]1[CH:20]=[CH:19][C:18]([CH:21]([OH:31])/[CH:22]=[CH:23]/[C:24]2[CH:29]=[CH:28][CH:27]=[C:26]([OH:30])[CH:25]=2)=[CH:17][C:16]=1[Cl:32].[N:41]1[C:50]2[C:45](=[CH:46][CH:47]=[CH:48][CH:49]=2)[CH:44]=[C:43]([CH:51]=O)[CH:42]=1>O1CCCC1>[CH3:9][O:10][C:11](=[O:40])/[C:12](/[NH:13][C:14](=[O:33])[C:15]1[CH:20]=[CH:19][C:18]([CH:21]([OH:31])/[CH:22]=[CH:23]/[C:24]2[CH:29]=[CH:28][CH:27]=[C:26]([OH:30])[CH:25]=2)=[CH:17][C:16]=1[Cl:32])=[CH:51]/[C:43]1[CH:42]=[N:41][C:50]2[C:45]([CH:44]=1)=[CH:46][CH:47]=[CH:48][CH:49]=2. Procedure: 1,1,3,3-Tetramethylguanidine (60 μL, 0.48 mmol) was added to a solution of rac.-(E)-N-[2-chloro-4-[1-hydroxy-3-(3-hydroxyphenyl)prop-2-en-1-yl]benzoyl]-2-(dimethoxyphosphinyl)glycine methyl ester (Example 135; 116 mg, 0.24 mmol) in tetrahydrofuran (5 mL) at −20° C. After 10 min, quinoline-3-carboxaldehyde (40 mg, 0.255 mmol) was added and the solution was stirred at room temperature for 16 h. After the solvent was removed in vacuo, the residue was taken up in ethyl acetate (10 mL) and the soluti... The reactants are CCN(c1cc(-c2ccc(N3CCC(N(C(=O)[O-])C(C)(C)C)CC3)nc2)cc(C(=O)NCc2c(C)cc(C)[nH]c2=O)c1C)C1CCOCC1, ClCCl, O=C(O)C(F)(F)F. Yields the product CCN(c1cc(-c2ccc(N3CCC(N)CC3)nc2)cc(C(=O)NCc2c(C)cc(C)[nH]c2=O)c1C)C1CCOCC1. As a reaction SMILES: [C:1]([N:5]([C:2](=[O:3])[O-:4])[CH:9]1[CH2:10][CH2:11][N:12]([c:15]2[n:16][cH:17][c:18](-[c:21]3[cH:22][c:23]([C:37]([NH:38][CH2:39][c:40]4[c:41](=[O:48])[nH:42][c:43]([CH3:47])[cH:44][c:45]4[CH3:46])=[O:49])[c:24]([CH3:36])[c:25]([N:27]([CH:28]4[CH2:29][CH2:30][O:31][CH2:32][CH2:33]4)[CH2:34][CH3:35])[cH:26]3)[cH:19][cH:20]2)[CH2:13][CH2:14]1)([CH3:6])([CH3:7])[CH3:8].[Cl:57][CH2:58][Cl:59].[F:50][C:51]([F:52])([F:53])[C:54]([OH:55])=[O:56]>>[NH2:5][CH:9]1[CH2:10][CH2:11][N:12]([c:15]2[n:16][cH:17][c:18](-[c:21]3[cH:22][c:23]([C:37]([NH:38][CH2:39][c:40]4[c:41](=[O:48])[nH:42][c:43]([CH3:47])[cH:44][c:45]4[CH3:46])=[O:49])[c:24]([CH3:36])[c:25]([N:27]([CH:28]4[CH2:29][CH2:30][O:31][CH2:32][CH2:33]4)[CH2:34][CH3:35])[cH:26]3)[cH:19][cH:20]2)[CH2:13][CH2:14]1. The reactants are CCOC(=O)c1csc(Br)n1, CN(C)C1CCCCC1N, I[Cu]I, [K+], [K+], [K+], O, O=P([O-])([O-])[O-], c1ccc(-c2n[nH]c3ccccc23)cc1, Cc1cc(C)cc(C)c1. The product is CCOC(=O)c1csc(-n2nc(-c3ccccc3)c3ccccc32)n1. RXN SMILES: [Br:34][c:35]1[s:36][cH:37][c:38]([C:40](=[O:41])[O:42][CH2:43][CH3:44])[n:39]1.[CH3:24][N:25]([CH3:26])[CH:27]1[CH2:28][CH2:29][CH2:30][CH2:31][CH:32]1[NH2:33].[Cu:54]([I:55])[I:56].[K+:21].[K+:22].[K+:23].[OH2:57].[P:16]([O-:17])([O-:18])([O-:19])=[O:20].[c:1]1(-[c:7]2[n:8][nH:9][c:10]3[cH:11][cH:12][cH:13][cH:14][c:15]23)[cH:2][cH:3][cH:4][cH:5][cH:6]1.[c:45]1([CH3:46])[cH:47][c:48]([CH3:49])[cH:50][c:51]([CH3:52])[cH:53]1>>[c:1]1(-[c:7]2[n:8][n:9](-[c:35]3[s:36][cH:37][c:38]([C:40](=[O:41])[O:42][CH2:43][CH3:44])[n:39]3)[c:10]3[cH:11][cH:12][cH:13][cH:14][c:15]23)[cH:2][cH:3][cH:4][cH:5][cH:6]1. Starting materials: [H][H] (hydrogen), 200, NC=1C=C(C=CC1)C(F)(F)F (3-aminobenzotrifluoride), C[O-].[Na+] (sodium methoxide). The reagents and catalysts are [Ru] (ruthenium on alumina). The solvent is O1CCOCC1 (dioxane). Reaction conditions: temperature 175 celsius. The product is 159, FC(C1CC(CCC1)N)(F)F (3-trifluoromethylcyclohexylamine). Reaction SMILES: [NH2:1][C:2]1[CH:3]=[C:4]([C:8]([F:11])([F:10])[F:9])[CH:5]=[CH:6][CH:7]=1.C[O-].[Na+].[H][H]>[Ru].O1CCOCC1>[F:9][C:8]([F:10])([F:11])[CH:4]1[CH2:5][CH2:6][CH2:7][CH:2]([NH2:1])[CH2:3]1 |f:1.2|. Reported procedure: A mixture of 200 parts of 3-aminobenzotrifluoride, 4 parts of sodium methoxide, 15 parts of 5% ruthenium on alumina, and 200 parts of dioxane is heated in an autoclave at 175°C. under 5,000 p.s.i. of hydrogen for 4 hours. The reaction mixture is cooled and filtered and the solvent is evaporated in a rotary evaporator. The residue is distilled to give 159 parts of 3-trifluoromethylcyclohexylamine, b.p. 69°-70°/27 mm. Starting materials: Cc1ccccc1, O=CO, c1ccc2c(c1)CNCCS2. Product: O=CN1CCSc2ccccc2C1. Reaction SMILES: [CH3:15][c:16]1[cH:17][cH:18][cH:19][cH:20][cH:21]1.[CH:12](=[O:13])[OH:14].[S:1]1[CH2:2][CH2:3][NH:4][CH2:5][c:6]2[c:7]1[cH:8][cH:9][cH:10][cH:11]2>>[S:1]1[CH2:2][CH2:3][N:4]([CH:12]=[O:13])[CH2:5][c:6]2[c:7]1[cH:8][cH:9][cH:10][cH:11]2. Starting materials: C[Si](C)(C)Cl, CCOCC, CC(C)O, Cc1cc(C(=O)O)cnc1Cl. Product: Cc1cc(C(=O)OC(C)C)cnc1Cl. Reaction SMILES: [CH3:16][Si:17]([Cl:18])([CH3:19])[CH3:20].[CH3:21][CH2:22][O:23][CH2:24][CH3:25].[CH:12]([CH3:13])([CH3:14])[OH:15].[Cl:1][c:2]1[n:3][cH:4][c:5]([C:6](=[O:7])[OH:8])[cH:9][c:10]1[CH3:11]>>[Cl:1][c:2]1[n:3][cH:4][c:5]([C:6]([O:7][CH:12]([CH3:13])[CH3:14])=[O:8])[cH:9][c:10]1[CH3:11]. Starting materials: [P] (Phosphorus), C(=S)=S (carbon disulfide), ice, [S] (Sulfur), C(#N)CC(=O)C1=CC=C(O1)C#N (5-cyanoacetyl-furan-2-carbonitrile), [H-].[Na+] (sodium hydride), CS(=O)C (DMSO), CS(=O)C (DMSO), CI (methyl iodide). Reaction conditions: time 2 hour. The product is C(#N)C(C(=O)C1=CC=C(O1)C#N)=C(SC)SC (5-(2-cyano-3,3-bis-methylsulfanyl-acryloyl)-furan-2-carbonitrile). The yield is 73.0%. RXN SMILES: [P].[S].[C:3]([CH2:5][C:6]([C:8]1[O:12][C:11]([C:13]#[N:14])=[CH:10][CH:9]=1)=[O:7])#[N:4].[H-].[Na+].[C:17](=S)=[S:18].CI.[CH3:22][S:23]([CH3:25])=O>>[C:3]([C:5](=[C:22]([S:18][CH3:17])[S:23][CH3:25])[C:6]([C:8]1[O:12][C:11]([C:13]#[N:14])=[CH:10][CH:9]=1)=[O:7])#[N:4] |f:3.4,^3:1|. Reported procedure: Following the method of Rudorf and Augustin (Phosphorus and Sulfur 1981, 9, 329), a solution of 2.90 g (18.1 mmol) 5-cyanoacetyl-furan-2-carbonitrile in 10 ml dry DMSO was added dropwise to a stirred suspension of 1.45 g (36.2 mmol, 60% dispersion in mineral oil) sodium hydride in 10 ml DMSO under argon at room temperature. 1.09 ml (18.1 mmol) carbon disulfide was then added dropwise, with external water bath cooling, and stirring continued for 2 hour, after which 2.26 ml (36.2 mmol) methyl iodi...